describe an organic reaction: reactants, conditions, products, and yield From a dataset of the Open Reaction Database (ORD), a public repository of structured organic reaction records. Starting materials: ClC=1C=C(C=C(C1O)Cl)C=1C=C2C(=C(C=NC2=CC1)C(C)=O)N[C@@H]1CC[C@H](CC1)CN(C)C (1-{6-(3,5-dichloro-4-hydroxyphenyl)-4-[trans-4-((dimethylamino)methyl)cyclohexylamino]quinolin-3-yl}ethanone), Cl (HCl), O (water). Run in CO (methanol). Product: Cl.ClC=1C=C(C=C(C1O)Cl)C=1C=C2C(=C(C=NC2=CC1)C(C)=O)N[C@@H]1CC[C@H](CC1)CN(C)C (1-{6-(3,5-Dichloro-4-hydroxyphenyl)-4-[trans-4-((dimethylamino)methyl)cyclohexylamino]quinolin-3-yl}ethanone hydrochloride), hydrochloride salt. Reaction SMILES: [Cl:1][C:2]1[CH:3]=[C:4]([C:10]2[CH:11]=[C:12]3[C:17](=[CH:18][CH:19]=2)[N:16]=[CH:15][C:14]([C:20](=[O:22])[CH3:21])=[C:13]3[NH:23][C@H:24]2[CH2:29][CH2:28][C@H:27]([CH2:30][N:31]([CH3:33])[CH3:32])[CH2:26][CH2:25]2)[CH:5]=[C:6]([Cl:9])[C:7]=1[OH:8].Cl.O>CO>[ClH:1].[Cl:1][C:2]1[CH:3]=[C:4]([C:10]2[CH:11]=[C:12]3[C:17](=[CH:18][CH:19]=2)[N:16]=[CH:15][C:14]([C:20](=[O:22])[CH3:21])=[C:13]3[NH:23][C@H:24]2[CH2:29][CH2:28][C@H:27]([CH2:30][N:31]([CH3:32])[CH3:33])[CH2:26][CH2:25]2)[CH:5]=[C:6]([Cl:9])[C:7]=1[OH:8] |f:4.5|. Procedure details: To a suspension of 1-{6-(3,5-dichloro-4-hydroxyphenyl)-4-[trans-4-((dimethylamino)methyl)cyclohexylamino]quinolin-3-yl}ethanone (200 mg, 0.410 mmol) in methanol (20 mL) was added 1M HCl in water (1.03 mL, 1.03 mmol). The resultant solution was concentrated to an approximate volume of 5 mL. The precipitate was washed with acetonitrile to obtain the desired product as the hydrochloride salt (200 mg) as a yellow solid: 1H NMR (500 MHz, CD3OD) δ 9.05 (s, 1H), 8.43 (d, J=1.9 Hz, 1H), 8.18 (dd, J=8.7,... The reactants are O=C([O-])[O-], CCOC(=O)C(C)(C)Br, Cc1ccccc1O, [Cs+], [Cs+], C1COCCO1. Yields the product CCOC(=O)C(C)(C)Oc1ccccc1C. As a reaction SMILES: [C:18](=[O:19])([O-:20])[O-:21].[CH2:1]([CH3:2])[O:3][C:4]([C:5]([CH3:6])([CH3:7])[Br:8])=[O:9].[CH3:10][c:11]1[cH:12][cH:13][cH:14][cH:15][c:16]1[OH:17].[Cs+:22].[Cs+:23].[O:24]1[CH2:25][CH2:26][O:27][CH2:28][CH2:29]1>>[CH2:1]([CH3:2])[O:3][C:4]([C:5]([CH3:6])([CH3:7])[O:17][c:16]1[c:11]([CH3:10])[cH:12][cH:13][cH:14][cH:15]1)=[O:9]. The reactants are [C-]#N.[K+] (potassium cyanide), CC1(OC1)CCl (2-methyl-2-chloromethyloxirane), [C-]#N.[Na+] (sodium cyanide). Run in O (water), Cl (hydrochloric acid), Cl (hydrochloric acid). Run at temperature 40 celsius, time 10 hour. Yields the product C(#N)CC(CC#N)(O)C (1,3-dicyano-2-methyl-2-hydroxypropane). Yield: 96.8%. Reaction SMILES: [CH3:1][C:2]1([CH2:5]Cl)[CH2:4][O:3]1.[C-:7]#[N:8].[Na+].[C-:10]#[N:11].[K+]>Cl.O>[C:7]([CH2:4][C:2]([CH3:1])([OH:3])[CH2:5][C:10]#[N:11])#[N:8] |f:1.2,3.4|. Procedure details: To a solution of 50 g 2-methyl-2-chloromethyloxirane in 23 ml concentrated hydrochloric acid at ice-bath temperature a solution of 27.4 g sodium cyanide in 23 ml hydrochloric acid was added. After stirring for 10 hours at that temperature the reaction mixture was warmed to 40° C. and a solution of 33.8 g potassium cyanide in 50 ml water was added. The resulting mixture was warmed to 50° C. and stirred for 4 hours. After cooling the solution was neutralized and extracted three times with 150 ml e... Reactants: O1CCOC2=C1C=CC(=C2)CN(C(OC(C)(C)C)=O)C2CCNCC2 (tert-butyl (2,3-dihydro-1,4-benzodioxin-6-ylmethyl)(piperidin-4-yl)carbamate), BrC=1C(N(C2=CC=CC=C2C1)CC=O)=O ((3-bromo-2-oxoquinolin-1(2H)-yl)acetaldehyde), C(C)(=O)O[BH-](OC(C)=O)OC(C)=O.[Na+] (sodium triacetoxyborohydride), C(O)([O-])=O.[Na+] (sodium hydrogen carbonate). Run in C(C)(=O)O (acetic acid), C(Cl)(Cl)Cl (chloroform). Product: O1CCOC2=C1C=CC(=C2)CN(C(OC(C)(C)C)=O)C2CCN(CC2)CCN2C(C(=CC1=CC=CC=C21)Br)=O (tert-butyl (2,3-dihydro-1,4-benzodioxin-6-ylmethyl)(1-(2-(3-bromo-2-oxoquinolin-1(2H)-yl)ethyl)piperidin-4-yl)carbamate). The yield is 66.9%. Reaction SMILES: [O:1]1[C:6]2[CH:7]=[CH:8][C:9]([CH2:11][N:12]([CH:20]3[CH2:25][CH2:24][NH:23][CH2:22][CH2:21]3)[C:13](=[O:19])[O:14][C:15]([CH3:18])([CH3:17])[CH3:16])=[CH:10][C:5]=2[O:4][CH2:3][CH2:2]1.[Br:26][C:27]1[C:28](=[O:40])[N:29]([CH2:37][CH:38]=O)[C:30]2[C:35]([CH:36]=1)=[CH:34][CH:33]=[CH:32][CH:31]=2.C(O[BH-](OC(=O)C)OC(=O)C)(=O)C.[Na+].C(=O)([O-])O.[Na+]>C(O)(=O)C.C(Cl)(Cl)Cl>[O:1]1[C:6]2[CH:7]=[CH:8][C:9]([CH2:11][N:12]([CH:20]3[CH2:25][CH2:24][N:23]([CH2:38][CH2:37][N:29]4[C:30]5[C:35](=[CH:34][CH:33]=[CH:32][CH:31]=5)[CH:36]=[C:27]([Br:26])[C:28]4=[O:40])[CH2:22][CH2:21]3)[C:13](=[O:19])[O:14][C:15]([CH3:18])([CH3:16])[CH3:17])=[CH:10][C:5]=2[O:4][CH2:3][CH2:2]1 |f:2.3,4.5|. Procedure: To 3 mL of a chloroform solution containing 0.47 g of tert-butyl (2,3-dihydro-1,4-benzodioxin-6-ylmethyl)(piperidin-4-yl)carbamate, 0.36 g of (3-bromo-2-oxoquinolin-1(2H)-yl)acetaldehyde, 30 μL of acetic acid and 0.43 g of sodium triacetoxyborohydride were added and stirred at room temperature for 2 nights. Aqueous saturated sodium hydrogen carbonate solution was added, the organic layer was separated, and the aqueous layer was extracted with chloroform. The organic layer and extracts were combi... Reactants: CCNc1ccccc1, O, c1ccc(OP(Oc2ccccc2)Oc2ccccc2)cc1, OCCc1ccccc1. Yields the product CCN(CCc1ccccc1)c1ccccc1. RXN SMILES: [CH2:1]([CH3:2])[NH:3][c:4]1[cH:5][cH:6][cH:7][cH:8][cH:9]1.[OH2:41].[P:19]([O:20][c:21]1[cH:22][cH:23][cH:24][cH:25][cH:26]1)([O:27][c:28]1[cH:29][cH:30][cH:31][cH:32][cH:33]1)[O:34][c:35]1[cH:36][cH:37][cH:38][cH:39][cH:40]1.[c:10]1([CH2:16][CH2:17][OH:18])[cH:11][cH:12][cH:13][cH:14][cH:15]1>>[CH2:1]([CH3:2])[N:3]([c:4]1[cH:5][cH:6][cH:7][cH:8][cH:9]1)[CH2:17][CH2:16][c:10]1[cH:11][cH:12][cH:13][cH:14][cH:15]1. Starting materials: ClC=1C=NC=C(C#N)C1 (5-chloro-nicotinonitrile), CaSO4, O (water). The reagents and catalysts are [Co] (Cobalt). Run in CC(C)O (2-propanol), CC(C)O (2-propanol), CC(C)O (2-propanol). Conditions: time 11 hour. Product: ClC=1C=C(C=NC1)CN (C-(5-chloro-pyridin-3-yl)-methylamine). Isolated yield 80.6%. Reaction SMILES: [Cl:1][C:2]1[CH:3]=[N:4][CH:5]=[C:6]([CH:9]=1)[C:7]#[N:8].O>CC(O)C.[Co]>[Cl:1][C:2]1[CH:9]=[C:6]([CH2:7][NH2:8])[CH:5]=[N:4][CH:3]=1. Procedure: A mixture of 5-chloro-nicotinonitrile (63.8 mg, 461 μmol), 2-propanol (9.2 mL; not dry), and CaSO4 (−325 mesh) (920 mg, 6.76 mmol) was treated with a suspension of Raney Cobalt 2700 in 2-propanol under air (2 mL) (prepared by diluting 2 mL of the commercial water slurry with 15 mL 2-propanol, centrifuging, decanting, and repeating with 2×15 mL 2-propanol, then resuspending with 2 mL 2-propanol). The flask was then sealed and evacuated until bubbles formed, and the evacuated flask was flushed wit... Reactants: CC(C)OC(=O)/N=N/C(=O)OC(C)C (DIAD), C1(=CC=CC2=CC=CC=C12)N1NN=NC1=S (1,2-dihydro-1-(1-naphthalenyl)-5H-tetrazole-5-thione), ClC1=C(C=CC=C1)[C@H]1[C@@H](C1)CO (trans-2-(2-chlorophenyl)cyclopropanemethanol), C1=CC=C(C=C1)P(C2=CC=CC=C2)C3=CC=CC=C3 (PPh3). The solvent is C1CCOC1 (THF). Reaction conditions: time 2 hour. The product is ClC1=C(C=CC=C1)[C@H]1[C@@H](C1)CSC1=NN=NN1C1=CC=CC2=CC=CC=C12 (trans-5-{{{2-(2-Chlorophenyl)cyclopropyl}methyl}thio}-1-(1-naphthalenyl)-1H-tetrazole). The yield is 55.7%. As a reaction SMILES: CC(OC(/N=N/C(OC(C)C)=O)=O)C.[C:15]1([N:25]2[C:29](=[S:30])[N:28]=[N:27][NH:26]2)[C:24]2[C:19](=[CH:20][CH:21]=[CH:22][CH:23]=2)[CH:18]=[CH:17][CH:16]=1.[Cl:31][C:32]1[CH:37]=[CH:36][CH:35]=[CH:34][C:33]=1[C@@H:38]1[CH2:40][C@H:39]1[CH2:41]O.C1C=CC(P(C2C=CC=CC=2)C2C=CC=CC=2)=CC=1>C1COCC1>[Cl:31][C:32]1[CH:37]=[CH:36][CH:35]=[CH:34][C:33]=1[C@@H:38]1[CH2:40][C@H:39]1[CH2:41][S:30][C:29]1[N:25]([C:15]2[C:24]3[C:19](=[CH:20][CH:21]=[CH:22][CH:23]=3)[CH:18]=[CH:17][CH:16]=2)[N:26]=[N:27][N:28]=1. Procedure: DIAD (87 μL, 0.44 mmol) was added dropwise to a solution of 1,2-dihydro-1-(1-naphthalenyl)-5H-tetrazole-5-thione (84.0 mg, 0.37 mmol), trans-2-(2-chlorophenyl)cyclopropanemethanol (80.5 mg, 0.44 mmol), and PPh3 (116 mg, 0.44 mmol) in THF (10 mL) at room temperature. The reaction mixture was stirred at room temperature for 2 h then was concentrated under reduced pressure. The residue was purified by flash chromatography (CH2Cl2:(CH3)2CO, 95:5) to give the title compound (81 mg, 56% yield) as a wh... Reactants: product, C(C(=O)Cl)(=O)Cl (oxalyl chloride), N1(NCCCCCC1)C1CCCCCCC1 (diazabicyclooctane), C(C)#N (acetonitrile). The product is C(CCCC)C1CCC=2N1C(C(N2)=O)=O (6,7-dihydro-5-pentyl-3H-pyrrolo[1,2-a]imidazole-2,3(5H)-dione). Reaction SMILES: [C:1](Cl)(=[O:5])[C:2](Cl)=[O:3].[N:7]1([CH:15]2[CH2:22][CH2:21][CH2:20][CH2:19][CH2:18][CH2:17][CH2:16]2)[CH2:14]CCCCCN1.C(#[N:25])C>>[CH2:22]([CH:15]1[N:7]2[C:1](=[O:5])[C:2](=[O:3])[N:25]=[C:14]2[CH2:17][CH2:16]1)[CH2:21][CH2:20][CH2:19][CH3:18]. Procedure: Ex-31) The product of Example 31d is treated with oxalyl chloride and diazabicyclooctane in acetonitrile to give the title compound, which is purified by partition between water and EtOAc, and passage over a silica column. Product: C(C1=CC=CC=C1)OC(NC=1C(=NC(=CC1)C1=CC=CC=C1)N)=O (Benzyl(2-amino-6-phenylpyridin-3-yl)carbamate). Reported procedure: A solution of di-tert-butyl(3-{[(benzyloxy)carbonyl]amino}-6-phenylpyridin-2-yl)imidodicarbonate (359 mg, 0.691 mmol) and methylene chloride (2.76 mL) was treated with TFA (0.691 mL) in one portion. The reaction was stirred for 3 h, then concentrated via rotovap slowly to afford a residue purified via MPLC, silica cartridge, 0-5% MeOH in methylene chloride to afford the product as a light orange solid. 1H NMR (DMSO-d6, 600 MHz, rotamers present) δ 9.04 (br s, 1H), 7.86 (d, J=7.3 Hz, 1H), 7.47-7.... The reactants are C(C)(C)(C)OC(=O)N(C(=O)OC(C)(C)C)C1=NC(=CC=C1NC(=O)OCC1=CC=CC=C1)C1=CC=CC=C1 (di-tert-butyl(3-{[(benzyloxy)carbonyl]amino}-6-phenylpyridin-2-yl)imidodicarbonate), C(=O)(C(F)(F)F)O (TFA). Reaction conditions: time 3 hour. The solvent is C(Cl)Cl (methylene chloride). RXN SMILES: C(OC([N:8]([C:16]1[C:21]([NH:22][C:23]([O:25][CH2:26][C:27]2[CH:32]=[CH:31][CH:30]=[CH:29][CH:28]=2)=[O:24])=[CH:20][CH:19]=[C:18]([C:33]2[CH:38]=[CH:37][CH:36]=[CH:35][CH:34]=2)[N:17]=1)C(OC(C)(C)C)=O)=O)(C)(C)C.C(O)(C(F)(F)F)=O>C(Cl)Cl>[CH2:26]([O:25][C:23](=[O:24])[NH:22][C:21]1[C:16]([NH2:8])=[N:17][C:18]([C:33]2[CH:38]=[CH:37][CH:36]=[CH:35][CH:34]=2)=[CH:19][CH:20]=1)[C:27]1[CH:32]=[CH:31][CH:30]=[CH:29][CH:28]=1.